From a dataset of the Open Reaction Database (ORD), a public repository of structured organic reaction records. describe an organic reaction: reactants, conditions, products, and yield Reactants: solid, Cl.Cl.Cl.O1CCC=2C1=C(N=CC2)N2CCN(CC2)CC[C@@H]2CC[C@H](CC2)N (trans-4-{2-[4-(2,3-dihydro-furo[2,3-c]pyridin-7-yl)-piperazin-1-yl]-ethyl}-cyclohexylamine trihydrochloride), Cl.Cl.Cl.O1CCC=2C1=C(N=CC2)N2CCN(CC2)CC[C@@H]2CC[C@H](CC2)N (trans-4-{2-[4-(2,3-dihydro-furo[2,3-c]pyridin-7-yl)-piperazin-1-yl]-ethyl}-cyclohexylamine trihydrochloride), N1=CC(=CC=C1)C1=CC=C(C(=O)O)C=C1 (4-(pyridin-3-yl)-benzoic acid). The product is O1CCC=2C1=C(N=CC2)N2CCN(CC2)CC[C@@H]2CC[C@H](CC2)NC(C2=CC=C(C=C2)C=2C=NC=CC2)=O (trans-N-(4-{2-[4-(2,3-Dihydro-furo[2,3-c]pyridin-7-yl)-piperazin-1-yl]-ethyl}-cyclohexyl)-4-pyridin-3-yl-benzamide). RXN SMILES: Cl.Cl.Cl.[O:4]1[C:8]2=[C:9]([N:13]3[CH2:18][CH2:17][N:16]([CH2:19][CH2:20][C@H:21]4[CH2:26][CH2:25][C@H:24]([NH2:27])[CH2:23][CH2:22]4)[CH2:15][CH2:14]3)[N:10]=[CH:11][CH:12]=[C:7]2[CH2:6][CH2:5]1.[N:28]1[CH:33]=[CH:32][CH:31]=[C:30]([C:34]2[CH:42]=[CH:41][C:37]([C:38](O)=[O:39])=[CH:36][CH:35]=2)[CH:29]=1>>[O:4]1[C:8]2=[C:9]([N:13]3[CH2:18][CH2:17][N:16]([CH2:19][CH2:20][C@H:21]4[CH2:26][CH2:25][C@H:24]([NH:27][C:38](=[O:39])[C:37]5[CH:36]=[CH:35][C:34]([C:30]6[CH:29]=[N:28][CH:33]=[CH:32][CH:31]=6)=[CH:42][CH:41]=5)[CH2:23][CH2:22]4)[CH2:15][CH2:14]3)[N:10]=[CH:11][CH:12]=[C:7]2[CH2:6][CH2:5]1 |f:0.1.2.3|. Reported procedure: The title compound, white solid (109 mg, 85%), MS (ISP) m/z=512.6 [(M+H)+], mp 235° C., was prepared in accordance with the general method of example 6 from trans-4-{2-[4-(2,3-dihydro-furo[2,3-c]pyridin-7-yl)-piperazin-1-yl]-ethyl}-cyclohexylamine trihydrochloride (intermediate B) (110 mg, 0.25 mmol) and 4-(pyridin-3-yl)-benzoic acid.